From a dataset of the Open Reaction Database (ORD), a public repository of structured organic reaction records. describe an organic reaction: reactants, conditions, products, and yield The reactants are CC1=C(C=CC=C1)S(=O)(=O)Cl (2-methylbenzenesulfonyl chloride), CC1=C(C=CC=C1)S(=O)(=O)N1C=C(C=C1C1=CC=CC=C1)C(=O)OCC (ethyl 1-[(2-methylphenyl)sulfonyl]-5-phenyl-1H-pyrrole-3-carboxylate). Yields the product CC1=C(C=CC=C1)S(=O)(=O)N1C=C(C=C1C1=CC=CC=C1)C=O (1-[(2-Methylphenyl)sulfonyl]-5-phenyl-1H-pyrrole-3-carbaldehyde). RXN SMILES: CC1C=CC=CC=1S(Cl)(=O)=O.[CH3:12][C:13]1[CH:18]=[CH:17][CH:16]=[CH:15][C:14]=1[S:19]([N:22]1[C:26]([C:27]2[CH:32]=[CH:31][CH:30]=[CH:29][CH:28]=2)=[CH:25][C:24]([C:33](OCC)=[O:34])=[CH:23]1)(=[O:21])=[O:20]>>[CH3:12][C:13]1[CH:18]=[CH:17][CH:16]=[CH:15][C:14]=1[S:19]([N:22]1[C:26]([C:27]2[CH:32]=[CH:31][CH:30]=[CH:29][CH:28]=2)=[CH:25][C:24]([CH:33]=[O:34])=[CH:23]1)(=[O:21])=[O:20]. Reported procedure: Using 2-methylbenzenesulfonyl chloride instead of tosyl chloride, a procedure as in Reference Example 4 was performed to synthesize ethyl 1-[(2-methylphenyl)sulfonyl]-5-phenyl-1H-pyrrole-3-carboxylate, and procedures as in Reference Examples 5 and 6 were sequentially performed to give the title compound as a colorless oil. Starting materials: ClC1C(=O)NC(C1)=O (Chlorosuccinimide), FC1=CC=CC(=N1)N1CCOCC1 (4-(6-fluoropyridin-2-yl)morpholine), FC1=CC=CC(=N1)N1CCOCC1 (4-(6-fluoropyridin-2-yl)morpholine), C([O-])([O-])=O.[Cs+].[Cs+] (cesium carbonate), FC1=NC(=CC=C1)F (2,6-difluoropyridine), N1CCOCC1 (morpholine). Run in C(C)#N (ACN), C(Cl)Cl (DCM), O (Water), C(C)#N (ACN). Run at temperature 70 celsius. Yields the product ClC=1C=CC(=NC1F)N1CCOCC1 (4-(5-chloro-6-fluoropyridin-2-yl)morpholine). Reaction SMILES: C(=O)([O-])[O-].[Cs+].[Cs+].FC1C=CC=C(F)N=1.N1CCOCC1.[F:21][C:22]1[N:27]=[C:26]([N:28]2[CH2:33][CH2:32][O:31][CH2:30][CH2:29]2)[CH:25]=[CH:24][CH:23]=1.[Cl:34]C1CC(=O)NC1=O>C(#N)C.C(Cl)Cl.O>[Cl:34][C:23]1[CH:24]=[CH:25][C:26]([N:28]2[CH2:33][CH2:32][O:31][CH2:30][CH2:29]2)=[N:27][C:22]=1[F:21] |f:0.1.2|. Procedure details: A suspension of cesium carbonate (41.1 g, 126 mmol), 2,6-difluoropyridine (11.01 mL, 121 mmol) and morpholine (10.00 mL, 115 mmol) in ACN (100 mL) was heated to 70° C. for 12 hours in a sealed vessel. The reaction mixture was cooled to RT and filtered. The obtained filtrate was concentrated under reduced pressure. The crude material was purified by silica gel chromatography (5-25% EtOAc/hexanes) to provide 13.7 g, of 4-(6-fluoropyridin-2-yl)morpholine. Step 2: Chlorosuccinimide (10.29 g, 77 mmol... Isolated yield 70.4%. Run at temperature 100 celsius, time 3 minute. Procedure: Example 143. 9-bromo-2-(4-(methoxymethyl)-1H-imidazol-1-yl)-1,7,8,12b-tetrahydro-[1,4]diazepino[7,1-a]isoquinolin-5(4H)-one (148 mg, 0.367 mmol) was dissolved in toluene (3.6 mL) and S-Phos (49 mg, 0.117 mmol), cyclopropylboronic acid (66 mg, 0.734 mmol) and K3PO4 (164 mg, 0.771 mmol) were added. The suspension was degassed, Pd(OAc)2 (17 mg, 0.073 mmol) was added under Argon and the mixture was heated at 100° C. for 1.5 h. The mixture was allowed to warm to RT and filtered through a pad of celit... The solvent is C1(=CC=CC=C1)C (toluene). The reactants are COC=1C=CC=C(C1C=2C=CC=CC2P(C3CCCCC3)C4CCCCC4)OC (S-Phos), C1(CC1)B(O)O (cyclopropylboronic acid), [O-]P(=O)([O-])[O-].[K+].[K+].[K+] (K3PO4), BrC1=C2CCN3C(C2=CC=C1)CC(=NCC3=O)N3C=NC(=C3)COC (9-bromo-2-(4-(methoxymethyl)-1H-imidazol-1-yl)-1,7,8,12b-tetrahydro-[1,4]diazepino[7,1-a]isoquinolin-5(4H)-one). As a reaction SMILES: Br[C:2]1[CH:11]=[CH:10][CH:9]=[C:8]2[C:3]=1[CH2:4][CH2:5][N:6]1[C:16](=[O:17])[CH2:15][N:14]=[C:13]([N:18]3[CH:22]=[C:21]([CH2:23][O:24][CH3:25])[N:20]=[CH:19]3)[CH2:12][CH:7]12.CO[C:28]1C=CC=C(OC)[C:33]=1[C:34]1C=CC=CC=1P(C1CCCCC1)C1CCCCC1.C1(B(O)O)CC1.[O-]P([O-])([O-])=O.[K+].[K+].[K+]>C1(C)C=CC=CC=1.CC([O-])=O.CC([O-])=O.[Pd+2]>[CH:34]1([C:2]2[CH:11]=[CH:10][CH:9]=[C:8]3[C:3]=2[CH2:4][CH2:5][N:6]2[C:16](=[O:17])[CH2:15][N:14]=[C:13]([N:18]4[CH:22]=[C:21]([CH2:23][O:24][CH3:25])[N:20]=[CH:19]4)[CH2:12][CH:7]23)[CH2:33][CH2:28]1 |f:3.4.5.6,8.9.10|. Yields the product C1(CC1)C1=C2CCN3C(C2=CC=C1)CC(=NCC3=O)N3C=NC(=C3)COC (9-cyclopropyl-2-(4-(methoxymethyl)-1H-imidazol-1-yl)-1,7,8,12b-tetrahydro-[1,4]diazepino[7,1-a]isoquinolin-5(4H)-one). The reagents and catalysts are CC(=O)[O-].CC(=O)[O-].[Pd+2] (Pd(OAc)2). Starting materials: CN1N=C(C=C1)NC(=O)C1=NC(=CC=C1N)C1CC1 (3-Amino-6-cyclopropyl-pyridine-2-carboxylic acid (1-methyl-1H-pyrazol-3-yl)-amide), BrC=1C=NC=NC1 (5-bromopyrimidine). Reported procedure: The title compound, was prepared from 3-Amino-6-cyclopropyl-pyridine-2-carboxylic acid (1-methyl-1H-pyrazol-3-yl)-amide and 5-bromopyrimidine in accordance with the general method of example 4 using to yield the final compound as a yellow crystalline solid, MS (ISP): m/e=336.1 (M+H+). Product: CN1N=C(C=C1)NC(=O)C1=NC(=CC=C1NC=1C=NC=NC1)C1CC1 (6-Cyclopropyl-3-(pyrimidin-5-ylamino)-pyridine-2-carboxylic acid (1-methyl-1H-pyrazol-3-yl)-amide). As a reaction SMILES: [CH3:1][N:2]1[CH:6]=[CH:5][C:4]([NH:7][C:8]([C:10]2[C:15]([NH2:16])=[CH:14][CH:13]=[C:12]([CH:17]3[CH2:19][CH2:18]3)[N:11]=2)=[O:9])=[N:3]1.Br[C:21]1[CH:22]=[N:23][CH:24]=[N:25][CH:26]=1>>[CH3:1][N:2]1[CH:6]=[CH:5][C:4]([NH:7][C:8]([C:10]2[C:15]([NH:16][C:21]3[CH:22]=[N:23][CH:24]=[N:25][CH:26]=3)=[CH:14][CH:13]=[C:12]([CH:17]3[CH2:19][CH2:18]3)[N:11]=2)=[O:9])=[N:3]1. Starting materials: C1(CCCCC1)N=C=NC1CCCCC1 (dicyclohexylcarbodiimide), C(C(=C)C)(=O)N[C@@H](C)C(=O)O (N-methacryloylalanine), N[C@@H](C(C)C)C(=O)N[C@@H](C)C(=O)OC (Val-Ala-OMe), N[C@@H](C)C(=O)O (Ala-OH), Cl (HCl). The solvent is C(C)N(CC)CC (triethylamine), CN(C=O)C (dimethylformamide). Product: N[C@@H](C)C(=O)N[C@@H](C(C)C)C(=O)N[C@@H](C)C(=O)OC (Ala-Val-Ala-OMe). As a reaction SMILES: C([NH:6][C@H:7]([C:9](O)=[O:10])[CH3:8])(=O)C(C)=C.N[C@H](C(O)=O)C.Cl.[NH2:19][C@H:20]([C:24]([NH:26][C@H:27]([C:29]([O:31][CH3:32])=[O:30])[CH3:28])=[O:25])[CH:21]([CH3:23])[CH3:22].C1(N=C=NC2CCCCC2)CCCCC1>CN(C)C=O.C(N(CC)CC)C>[NH2:6][C@H:7]([C:9]([NH:19][C@H:20]([C:24]([NH:26][C@H:27]([C:29]([O:31][CH3:32])=[O:30])[CH3:28])=[O:25])[CH:21]([CH3:23])[CH3:22])=[O:10])[CH3:8]. Reported procedure: Using the Schotten-Bauman method of acylation, N-methacryloylalanine was prepared. Coupling of MA-Ala-OH (5.35 g; 0.034 mol) with HCl.Val-Ala-OMe (8.1 g) was performed in dimethylformamide by means of dicyclohexylcarbodiimide (7.0 g) in the presence of triethylamine (3.4 g). Recrystalization from CH2Cl2 /pentene gave 9.5 g of MA-Ala-Val-Ala-OMe. Reactants: FC1=CC=C(C=C1)N1N=CC2=CC(=CC=C12)O[C@@H](CN)C1=CC=CC=C1 ((1R)-1-[1-(4-fluorophenyl)indazol-5-yl]oxy-1-phenyl-ethan-2-amine), [Cl-].C1(CC1)S(=O)(=O)C1CC1 (cyclopropylsulphone chloride). Product: FC1=CC=C(C=C1)N1N=CC2=CC(=CC=C12)O[C@@H](CNS(=O)(=O)C1CC1)C1=CC=CC=C1 (N-[(2R)-2-[1-(4-fluorophenyl)indazol-5-yl]oxy-2-phenyl-ethyl]cyclopropanesulfonamide). As a reaction SMILES: [F:1][C:2]1[CH:7]=[CH:6][C:5]([N:8]2[C:16]3[C:11](=[CH:12][C:13]([O:17][C@H:18]([C:21]4[CH:26]=[CH:25][CH:24]=[CH:23][CH:22]=4)[CH2:19][NH2:20])=[CH:14][CH:15]=3)[CH:10]=[N:9]2)=[CH:4][CH:3]=1.[Cl-].[CH:28]1([S:31](C2CC2)(=[O:33])=[O:32])[CH2:30][CH2:29]1>>[F:1][C:2]1[CH:3]=[CH:4][C:5]([N:8]2[C:16]3[C:11](=[CH:12][C:13]([O:17][C@H:18]([C:21]4[CH:22]=[CH:23][CH:24]=[CH:25][CH:26]=4)[CH2:19][NH:20][S:31]([CH:28]4[CH2:30][CH2:29]4)(=[O:33])=[O:32])=[CH:14][CH:15]=3)[CH:10]=[N:9]2)=[CH:6][CH:7]=1 |f:1.2|. Procedure: Prepared according to the procedure described for Example 1 from (1R)-1-[1-(4-fluorophenyl)indazol-5-yl]oxy-1-phenyl-ethan-2-amine (40a, 31 mg, 0.09 mmol) cyclopropylsulphone chloride (28 μl, 0.27 mmol). Yield: 10 mg (25%).